Dataset: the Open Reaction Database (ORD), a public repository of structured organic reaction records. Task: describe an organic reaction: reactants, conditions, products, and yield Reactants: ClCCl, CN=C=O, COC(=O)c1cccc(COc2ccc3c(=O)c(-c4ccc(N)cc4)coc3c2)c1, C1CCOC1. Product: CNC(=O)Nc1ccc(-c2coc3cc(OCc4cccc(C(=O)OC)c4)ccc3c2=O)cc1. Reaction SMILES: [CH2:35]([Cl:36])[Cl:37].[CH3:31][N:32]=[C:33]=[O:34].[NH2:1][c:2]1[cH:3][cH:4][c:5](-[c:8]2[cH:9][o:10][c:11]3[cH:12][c:13]([O:19][CH2:20][c:21]4[cH:22][c:23]([C:24](=[O:25])[O:26][CH3:27])[cH:28][cH:29][cH:30]4)[cH:14][cH:15][c:16]3[c:17]2=[O:18])[cH:6][cH:7]1.[O:38]1[CH2:39][CH2:40][CH2:41][CH2:42]1>>[NH:1]([c:2]1[cH:3][cH:4][c:5](-[c:8]2[cH:9][o:10][c:11]3[cH:12][c:13]([O:19][CH2:20][c:21]4[cH:22][c:23]([C:24](=[O:25])[O:26][CH3:27])[cH:28][cH:29][cH:30]4)[cH:14][cH:15][c:16]3[c:17]2=[O:18])[cH:6][cH:7]1)[C:33]([NH:32][CH3:31])=[O:34]. Reactants: C(CCC)C=1N(C(C2=C(N1)SC=C2)=CN)CCC ((2-butyl-3-propyl-3H-thieno [2,3-d] pyrimidine-4-ylidene)methylamine), ClN1C(CCC1=O)=O (N-chlorosuccinimide). Solvent: N1=CC=CC=C1 (pyridine), N1=CC=CC=C1 (pyridine). Reaction conditions: temperature 70 celsius. Product: C(CCC)C=1N(C(C2=C(N1)SC(=C2)Cl)=CN)CCC ((2-Butyl-6-chloro-3-propyl-3H-thieno [2,3-d]pyrimidine-4-ylidene)methylamine). Reaction SMILES: [CH2:1]([C:5]1[N:6]([CH2:16][CH2:17][CH3:18])[C:7](=[CH:14][NH2:15])[C:8]2[CH:13]=[CH:12][S:11][C:9]=2[N:10]=1)[CH2:2][CH2:3][CH3:4].[Cl:19]N1C(=O)CCC1=O>N1C=CC=CC=1>[CH2:1]([C:5]1[N:6]([CH2:16][CH2:17][CH3:18])[C:7](=[CH:14][NH2:15])[C:8]2[CH:13]=[C:12]([Cl:19])[S:11][C:9]=2[N:10]=1)[CH2:2][CH2:3][CH3:4]. Reported procedure: In a sulfonation flask, 0.92 g (3.5 mmol) (2-butyl-3-propyl-3H-thieno [2,3-d] pyrimidine-4-ylidene)methylamine are dissolved in 10 ml of absolute pyridine and heated up to 70° C. Then 0.71 g (5.3 mmol) N-chlorosuccinimide are added and the resulting mixture is heated for 1 h at 70° C. After completion of the reaction, pyridine is removed in a water jet vacuum and the residue taken up in ethylacetate. The organic phase is washed several times with water and after drying of the organic phase with ... The reactants are CC(C)NCCN, ClCCl, CCCNC(=O)c1ccc(C)c(-c2nc(S(C)=O)nc3c2CNC(=O)N3c2c(F)cccc2F)c1. RXN SMILES: [CH3:36][CH:37]([CH3:38])[NH:39][CH2:40][CH2:41][NH2:42].[Cl:43][CH2:44][Cl:45].[F:1][c:2]1[c:3]([N:9]2[C:10](=[O:35])[NH:11][CH2:12][c:13]3[c:14]2[n:15][c:16]([S:32]([CH3:33])=[O:34])[n:17][c:18]3-[c:19]2[cH:20][c:21]([C:22](=[O:23])[NH:24][CH2:25][CH2:26][CH3:27])[cH:28][cH:29][c:30]2[CH3:31])[c:4]([F:8])[cH:5][cH:6][cH:7]1>>[F:1][c:2]1[c:3]([N:9]2[C:10](=[O:35])[NH:11][CH2:12][c:13]3[c:14]2[n:15][c:16]([NH:42][CH2:41][CH2:40][NH:39][CH:37]([CH3:36])[CH3:38])[n:17][c:18]3-[c:19]2[cH:20][c:21]([C:22](=[O:23])[NH:24][CH2:25][CH2:26][CH3:27])[cH:28][cH:29][c:30]2[CH3:31])[c:4]([F:8])[cH:5][cH:6][cH:7]1. Product: CCCNC(=O)c1ccc(C)c(-c2nc(NCCNC(C)C)nc3c2CNC(=O)N3c2c(F)cccc2F)c1. Starting materials: COC1=CC=C(C=C1)CCCC(=O)N (4-(p-methoxyphenyl)butanamide), [H-].[Al+3].[Li+].[H-].[H-].[H-] (lithium aluminum hydride), O (water), [OH-].[Na+] (NaOH), O (water). The solvent is C1CCOC1 (THF), C(C)OCC (diethyl ether). Run at time 1 hour. Product: COC1=CC=C(C=C1)CCCCN (4-(p-Methoxyphenyl)butylamine). Isolated yield 98.1%. RXN SMILES: [H-].[Al+3].[Li+].[H-].[H-].[H-].[CH3:7][O:8][C:9]1[CH:14]=[CH:13][C:12]([CH2:15][CH2:16][CH2:17][C:18]([NH2:20])=O)=[CH:11][CH:10]=1.O.[OH-].[Na+]>C(OCC)C.C1COCC1>[CH3:7][O:8][C:9]1[CH:14]=[CH:13][C:12]([CH2:15][CH2:16][CH2:17][CH2:18][NH2:20])=[CH:11][CH:10]=1 |f:0.1.2.3.4.5,8.9|. Procedure details: To a stirred suspension of lithium aluminum hydride (4.40 g, 116 mmol) in 120 mL diethyl ether was added dropwise a solution of 35b (5.60 g, 29.0 mmol) in 10 mL THF, and stirred at rt for 1 h. To the reaction mixture was added 7.5 mL water, 7.5 mL 5 N NaOH(aq), and 20 mL water. The organics were removed from the emulsion which was dissolved in water and extracted with ether. The organic portions were dried over Na2SO4(s), and condensed to give 36b (5.10 g, 98%) as an oil. UV λmax 223 (9410, 95% ... Reactants: ClC=1C=C2C(=NC1)N(C(=N2)COC2=CC=C(CC1C(N(C(S1)=O)C(C1=CC=CC=C1)(C1=CC=CC=C1)C1=CC=CC=C1)=O)C=C2)C (5-{4-(6-chloro-3-methylimidazo[5,4-b]pyridin-2-ylmethoxy)benzyl}-3-tri-phenylmethylthiazolidine-2,4-dione), C(C)(=O)O (acetic acid). Run in O (water). Yields the product ClC=1C=C2C(=NC1)N(C(=N2)COC2=CC=C(CC1C(NC(S1)=O)=O)C=C2)C (5-{4-(6-Chloro-3-methylimidazo[5.4-b]pyridin-2-yl-methoxy)benzyl}thiazolidine-2,4-dione). RXN SMILES: [Cl:1][C:2]1[CH:3]=[C:4]2[N:10]=[C:9]([CH2:11][O:12][C:13]3[CH:45]=[CH:44][C:16]([CH2:17][CH:18]4[S:22][C:21](=[O:23])[N:20](C(C5C=CC=CC=5)(C5C=CC=CC=5)C5C=CC=CC=5)[C:19]4=[O:43])=[CH:15][CH:14]=3)[N:8]([CH3:46])[C:5]2=[N:6][CH:7]=1.C(O)(=O)C>O>[Cl:1][C:2]1[CH:3]=[C:4]2[N:10]=[C:9]([CH2:11][O:12][C:13]3[CH:45]=[CH:44][C:16]([CH2:17][CH:18]4[S:22][C:21](=[O:23])[NH:20][C:19]4=[O:43])=[CH:15][CH:14]=3)[N:8]([CH3:46])[C:5]2=[N:6][CH:7]=1. Procedure: A procedure similar to that described in Example 12 was repeated, except that 1.40 g of 5-{4-(6-chloro-3-methylimidazo[5,4-b]pyridin-2-ylmethoxy)benzyl}-3-tri-phenylmethylthiazolidine-2,4-dione (prepared as described in Preparation 65) and 20 ml of a 3:1 by volume mixture of acetic acid and water were used, to give the title compound as a crude product. This crude product was crystallized by trituration with ethyl acetate, to give 0.75 g of the title compound, melting at 203°-205° C. Starting materials: C(C1=CC=C(C#N)C=C1)#N (Terephthalonitrile), C(C)O (ethanol), aqueous solution, [OH-].[Na+] (sodium hydroxide), resultant mixture. The product is C(#N)C1=CC=C(C(=O)N)C=C1 (p-cyanobenzamide), C(#N)C1=CC=C(C(=O)O)C=C1 (p-cyanobenzoic acid). The yield is 10.0%. Reaction SMILES: [C:1](#[N:10])[C:2]1[CH:9]=[CH:8][C:5]([C:6]#[N:7])=[CH:4][CH:3]=1.[OH-:11].[Na+].[CH2:13]([OH:15])[CH3:14]>>[C:6]([C:5]1[CH:8]=[CH:9][C:2]([C:1]([NH2:10])=[O:15])=[CH:3][CH:4]=1)#[N:7].[C:1]([C:2]1[CH:9]=[CH:8][C:14]([C:13]([OH:11])=[O:15])=[CH:4][CH:3]=1)#[N:10] |f:1.2|. Procedure: Terephthalonitrile (64 g, 0.5 mol) and ethanol (850.3 g) were placed in a 2 L four-neck flask, and the resultant mixture was heated to 78° C. with stirring. To the mixture, a 20% aqueous solution (20 g) of sodium hydroxide was added over six hours by use of a tube pump. After the reaction was completed, liquid chromatographic analysis revealed that the reaction mixture contained 48.2 g of p-cyanobenzamide (yield 66%) and 7.4 g of p-cyanobenzoic acid (yield 10%). The reaction mixture was cooled t...